Dataset: the Open Reaction Database (ORD), a public repository of structured organic reaction records. Task: describe an organic reaction: reactants, conditions, products, and yield Starting materials: B, CCCCNC(=O)c1ccccc1Cl, Cl, C1CCOC1. The product is CCCCNCc1ccccc1Cl. As a reaction SMILES: [BH3:15].[CH2:1]([CH2:2][CH2:3][CH3:4])[NH:5][C:6]([c:7]1[c:8]([Cl:13])[cH:9][cH:10][cH:11][cH:12]1)=[O:14].[ClH:16].[O:17]1[CH2:18][CH2:19][CH2:20][CH2:21]1>>[CH2:1]([CH2:2][CH2:3][CH3:4])[NH:5][CH2:6][c:7]1[c:8]([Cl:13])[cH:9][cH:10][cH:11][cH:12]1. Reactants: CCOC(C)=O, [Cl-], NC1=NN=C(CNC(=O)CCC(=O)O)C1=NNc1cccc(F)c1, NCC1=NN=C(N)C1=NNc1cccc(F)c1, [NH4+]. Product: NC1=NN=C(CNC(=O)C=CC(=O)O)C1=NNc1cccc(F)c1. As a reaction SMILES: [CH3:44][CH2:45][O:46][C:47](=[O:48])[CH3:49].[Cl-:42].[NH2:1][C:2]1=[N:6][N:5]=[C:4]([CH2:7][NH:8][C:9]([CH2:10][CH2:11][C:12](=[O:13])[OH:14])=[O:15])[C:3]1=[N:16][NH:17][c:18]1[cH:19][c:20]([F:24])[cH:21][cH:22][cH:23]1.[NH2:25][CH2:26][C:27]1=[N:41][N:40]=[C:38]([NH2:39])[C:28]1=[N:29][NH:30][c:31]1[cH:32][cH:33][cH:34][c:35]([F:36])[cH:37]1.[NH4+:43]>>[NH2:1][C:2]1=[N:6][N:5]=[C:4]([CH2:7][NH:8][C:9]([CH:10]=[CH:11][C:12](=[O:13])[OH:14])=[O:15])[C:3]1=[N:16][NH:17][c:18]1[cH:19][c:20]([F:24])[cH:21][cH:22][cH:23]1. The reactants are OC1=C(C(=O)CCC(=O)O)C=CC=C1O (3-(2,3-Dihydroxybenzoyl)propionic acid), O.NN (hydrazine hydrate), Example 3 ( i ). Yields the product OC1=C(C=CC=C1O)C=1CCC(NN1)=O (6-(2,3-dihydroxyphenyl)-4,5-dihydro-3(2H)-pyridazinone). RXN SMILES: [OH:1][C:2]1[C:14]([OH:15])=[CH:13][CH:12]=[CH:11][C:3]=1[C:4]([CH2:6][CH2:7][C:8](O)=[O:9])=O.O.[NH2:17][NH2:18]>>[OH:1][C:2]1[C:14]([OH:15])=[CH:13][CH:12]=[CH:11][C:3]=1[C:4]1[CH2:6][CH2:7][C:8](=[O:9])[NH:17][N:18]=1 |f:1.2|. Procedure details: 3-(2,3-Dihydroxybenzoyl)propionic acid was cyclised with hydrazine hydrate in a similar manner to that described in Example 3 (i) to give 6-(2,3-dihydroxyphenyl)-4,5-dihydro-3(2H)-pyridazinone. Reactants: 12g, solution, C(CCC)[Li] (butyl lithium), C1(=CC=C(C=C1)C=O)C (p-tolualdehyde), CC1(CC(=O)CC(N1)(C)C)C (triacetone amine), Cl (hydrochloric acid). Run in CCOCC (ether), CCCCCC (n-hexane). Conditions: time 3 hour. Yields the product OC(C1=CC=C(C=C1)C)C1C(NC(CC1=O)(C)C)(C)C (3-(α-Hydroxy-p-methylbenzyl)-2,2,6,6-tetramethyl-4-oxopiperidine). RXN SMILES: [C:1]1([CH3:9])[CH:6]=[CH:5][C:4]([CH:7]=[O:8])=[CH:3][CH:2]=1.[CH3:10][C:11]1([CH3:20])[NH:17][C:16]([CH3:19])([CH3:18])[CH2:15][C:13](=[O:14])[CH2:12]1.C([Li])CCC.Cl>CCCCCC.CCOCC>[OH:8][CH:7]([CH:15]1[C:13](=[O:14])[CH2:12][C:11]([CH3:20])([CH3:10])[NH:17][C:16]1([CH3:19])[CH3:18])[C:4]1[CH:5]=[CH:6][C:1]([CH3:9])=[CH:2][CH:3]=1. Procedure: To a mixture of 12g. of p-tolualdehyde, 15.5 g. of triacetone amine and 50 ml. of anhydrous ether was added dropwise 42.6g. of butyl lithium (as a 15% solution in n-hexane) at -50° to -60°C. under a nitrogen gas stream. After completion of the dropwise addition, the mixture was stirred at room temperature for 3 hours. Then, the reaction mixture was poured into 5% dilute hydrochloric acid with ice-cooling. The aqueous layer was separated and saturated with potassium carbonate. Then, the ether lay... Starting materials: [Al+3], COc1cc(CC(=O)O)cc(OC)c1, [H-], [H-], [H-], [H-], [Li+], C1COCCO1. Yields the product COc1cc(CCO)cc(OC)c1. RXN SMILES: [Al+3:2].[CH3:7][O:8][c:9]1[cH:10][c:11]([CH2:17][C:18](=[O:19])[OH:20])[cH:12][c:13]([O:15][CH3:16])[cH:14]1.[H-:1].[H-:4].[H-:5].[H-:6].[Li+:3].[O:21]1[CH2:22][CH2:23][O:24][CH2:25][CH2:26]1>>[CH3:7][O:8][c:9]1[cH:10][c:11]([CH2:17][CH2:18][OH:19])[cH:12][c:13]([O:15][CH3:16])[cH:14]1. The reactants are [O-]S(=O)(=O)[O-].[Mg+2] (MgSO4), substituted aryl, heteroaryl, N1=C(C=CC=C1)C=O (2-pyridinecarboxaldehyde), N[C@@H](CO)C(C)C ((R)-(−)-2-amino-3-methyl-1-butanol). Run in C(Cl)Cl (DCM). Conditions: time 2 hour. The product is desired product, CC([C@H](CO)/N=C/C1=NC=CC=C1)C ((2R)-3-methyl-2-{[(E)-2-pyridinylmethylidene]amino}-1-butanol). Yield: 100.0%. As a reaction SMILES: [O-]S([O-])(=O)=O.[Mg+2].[N:7]1[CH:12]=[CH:11][CH:10]=[CH:9][C:8]=1[CH:13]=O.[NH2:15][C@H:16]([CH:19]([CH3:21])[CH3:20])[CH2:17][OH:18]>C(Cl)Cl>[CH3:20][CH:19]([CH3:21])[C@@H:16](/[N:15]=[CH:13]/[C:8]1[CH:9]=[CH:10][CH:11]=[CH:12][N:7]=1)[CH2:17][OH:18] |f:0.1|. Procedure details: Anhydrous MgSO4 (50 g, 415 mmol, 4.15 eq) and a substituted aryl or heteroaryl carboxaldehyde, e.g. 2-pyridinecarboxaldehyde (9.5 ml, 100 mmol, 1 eq), were added to a solution of (R)-(−)-2-amino-3-methyl-1-butanol (10.32 g, 100 mmol) in dry DCM (150 ml) at 0° C. The reaction was followed by LC/MS. The mixture was stirred at this temperature for 2 h 25. MgSO4 was filtered off and the DCM removed by evaporation to give the desired product (XVIII*), e.g. (2R)-3-methyl-2-{[(E)-2-pyridinylmethylidene... Starting materials: C(=C)[Mg]Br (Vinyl magnesium bromide), BrC1=CC(=C(C=C1)C(C)C)[N+](=O)[O-] (4-bromo-1-isopropyl-2-nitrobenzene), [NH4+].[Cl-] (NH4Cl). Run in C1CCOC1 (THF). Conditions: time 1 hour. Product: EtOAc hexanes, BrC1=C2C=CNC2=C(C=C1)C(C)C (4-bromo-7-isopropyl-1H-indole). The yield is 1.0%. As a reaction SMILES: [CH:1]([Mg]Br)=[CH2:2].[Br:5][C:6]1[CH:11]=[CH:10][C:9]([CH:12]([CH3:14])[CH3:13])=[C:8]([N+:15]([O-])=O)[CH:7]=1.[NH4+].[Cl-]>C1COCC1>[Br:5][C:6]1[CH:11]=[CH:10][C:9]([CH:12]([CH3:14])[CH3:13])=[C:8]2[C:7]=1[CH:1]=[CH:2][NH:15]2 |f:2.3|. Procedure: Vinyl magnesium bromide (1 M in THF) (98 mL, 98 mmol) was added to 4-bromo-1-isopropyl-2-nitrobenzene (4 g, 16.39 mmol) in THF (60 mL) at −40° C. The reaction mixture was stirred for 1 h, then poured into saturated aqueous NH4Cl and extracted with ether. The combined ethereal extracts were dried (MgSO4) and concentrated. Chromatography over silica eluting with 1-20% EtOAc/hexanes afforded the title compound. LC-MS: calculated for C11H12BrN 237,02, observed m/e 238.2 (M+H)+ Rt (1.96/4 min.).